From a dataset of the Open Reaction Database (ORD), a public repository of structured organic reaction records. describe an organic reaction: reactants, conditions, products, and yield The reactants are CC1(C(OCC1)(CN1N=CN=C1)O)C (3,3-dimethyl-2-hydroxy-2-(1,2,4-triazol-1-yl-methyl)-tetrahydrofuran), [OH-].[K+] (potassium hydroxide), ClC1=CC=C(CCl)C=C1 (4-chlorobenzyl chloride). The solvent is CS(=O)C (dimethylsulphoxide), O (water). Yields the product ClC1=CC=C(C=C1)CC(N1N=CN=C1)C1(OCCC1(C)C)O (1-(4-chlorophenyl)-2-(3,3-dimethyl-2-hydroxy-tetrahydrofuran-2-yl)-2-(1,2,4-triazol-1-yl)ethane). Isolated yield 39.4%. Reaction SMILES: [CH3:1][C:2]1([CH3:14])[CH2:6][CH2:5][O:4][C:3]1([OH:13])[CH2:7][N:8]1[CH:12]=[N:11][CH:10]=[N:9]1.[OH-].[K+].[Cl:17][C:18]1[CH:25]=[CH:24][C:21]([CH2:22]Cl)=[CH:20][CH:19]=1>CS(C)=O.O>[Cl:17][C:18]1[CH:25]=[CH:24][C:21]([CH2:22][CH:7]([C:3]2([OH:13])[C:2]([CH3:14])([CH3:1])[CH2:6][CH2:5][O:4]2)[N:8]2[CH:12]=[N:11][CH:10]=[N:9]2)=[CH:20][CH:19]=1 |f:1.2|. Procedure details: 10.3 g (0.052 mole) of 3,3-dimethyl-2-hydroxy-2-(1,2,4-triazol-1-yl-methyl)-tetrahydrofuran, 2.9 g (0.052 mole) of potassium hydroxide and 8.4 g (0.052 mole) of 4-chlorobenzyl chloride are stirred in a mixture of 100 ml of dimethylsulphoxide and 6 ml of water at 30° C. for 2 hours. The reaction solution is then poured onto water and extracted with ethyl acetate. The organic phase is dried over sodium sulphate and concentrated. After trituration in n-hexane, the residue crystallizes. 6.6 g (39.5%... The reactants are CO, CC(C)C1CC(N(C)C(C)C)CCC1NC(=O)CNC(=O)OCc1ccccc1, O=C(O)C(F)(F)F. Yields the product CC(C)C1CC(N(C)C(C)C)CCC1NC(=O)CN. Reaction SMILES: [CH3:37][OH:38].[CH:8]([CH3:9])([CH3:10])[CH:11]1[CH:12]([NH:22][C:23]([CH2:24][NH:25][C:26](=[O:27])[O:28][CH2:29][c:30]2[cH:31][cH:32][cH:33][cH:34][cH:35]2)=[O:36])[CH2:13][CH2:14][CH:15]([N:17]([CH3:18])[CH:19]([CH3:20])[CH3:21])[CH2:16]1.[F:1][C:2]([F:3])([F:4])[C:5]([OH:6])=[O:7]>>[CH:8]([CH3:9])([CH3:10])[CH:11]1[CH:12]([NH:22][C:23]([CH2:24][NH2:25])=[O:36])[CH2:13][CH2:14][CH:15]([N:17]([CH3:18])[CH:19]([CH3:20])[CH3:21])[CH2:16]1. Reactants: CC(=O)c1ccc2c(c1)CCC2, [O-]Cl, Cl, [Na+], [Na+], O, O=S([O-])O. Product: O=C(O)c1ccc2c(c1)CCC2. Reaction SMILES: [CH2:4]1[CH2:5][CH2:6][c:7]2[cH:8][c:9]([C:13]([CH3:14])=[O:15])[cH:10][cH:11][c:12]21.[Cl:1][O-:2].[ClH:21].[Na+:20].[Na+:3].[OH2:22].[S:16]([O-:17])(=[O:18])[OH:19]>>[CH2:4]1[CH2:5][CH2:6][c:7]2[cH:8][c:9]([C:13]([OH:15])=[O:17])[cH:10][cH:11][c:12]21. Starting materials: C(C)(=O)O.NCCCN1C=C(C2=CC=CC=C12)C=1C(NC(C1C1=CN(C2=CC=CC=C12)C)=O)=O (3-[1-(3-aminopropyl)-3-indolyl]-4-(1-methyl-3-indolyl)-1H-pyrrole-2,5-dione acetate), C(C)(=O)O (acetic acid), C([O-])(O)=O.[Na+] (sodium bicarbonate), ClC1=NC=CC=C1[N+](=O)[O-] (2-chloro-3-nitropyridine). Run in CS(=O)C (dimethyl sulphoxide), O (water). Reaction conditions: temperature 100 celsius. Yields the product CN1C=C(C2=CC=CC=C12)C=1C(NC(C1C1=CN(C2=CC=CC=C12)CCCNC1=NC=CC=C1[N+](=O)[O-])=O)=O (3-(1-methyl-3-indolyl)-4-[1-[3-(3-nitro-2-pyridylamino)propyl]-3-indolyl]-1H-pyrrole-2,5-dione). Isolated yield 52.9%. RXN SMILES: C(O)(=O)C.[NH2:5][CH2:6][CH2:7][CH2:8][N:9]1[C:17]2[C:12](=[CH:13][CH:14]=[CH:15][CH:16]=2)[C:11]([C:18]2[C:19](=[O:34])[NH:20][C:21](=[O:33])[C:22]=2[C:23]2[C:31]3[C:26](=[CH:27][CH:28]=[CH:29][CH:30]=3)[N:25]([CH3:32])[CH:24]=2)=[CH:10]1.C(O)(=O)C.C(=O)(O)[O-].[Na+].Cl[C:45]1[C:50]([N+:51]([O-:53])=[O:52])=[CH:49][CH:48]=[CH:47][N:46]=1>CS(C)=O.O>[CH3:32][N:25]1[C:26]2[C:31](=[CH:30][CH:29]=[CH:28][CH:27]=2)[C:23]([C:22]2[C:21](=[O:33])[NH:20][C:19](=[O:34])[C:18]=2[C:11]2[C:12]3[C:17](=[CH:16][CH:15]=[CH:14][CH:13]=3)[N:9]([CH2:8][CH2:7][CH2:6][NH:5][C:45]3[C:50]([N+:51]([O-:53])=[O:52])=[CH:49][CH:48]=[CH:47][N:46]=3)[CH:10]=2)=[CH:24]1 |f:0.1,3.4|. Reported procedure: A solution of 100 mg of 3-[1-(3-aminopropyl)-3-indolyl]-4-(1-methyl-3-indolyl)-1H-pyrrole-2,5-dione acetate, containing an extra equivalent of acetic acid, in 10 ml of dimethyl sulphoxide (DMSO) was treated with 35 mg of sodium bicarbonate and 36 mg of 2-chloro-3-nitropyridine. The mixture was heated at 60° C. for 1 hour and at 100° C. for 2 hours. The solution was allowed to cool, water was added and the precipitate was filtered off and chromatographed on silica gel with 1% to 5% methanol in di... The reactants are ClC1=CC(=C(C=C1)F)[N+](=O)[O-] (4-chloro-1-fluoro-2-nitrobenzene), CC(C)(C)OC(=O)NC1CCNCC1 (4-N-Boc-aminopiperidine). Product: ClC1=CC(=C(C=C1)N1CCC(CC1)NC(OC(C)(C)C)=O)[N+](=O)[O-] (tert-butyl 1-(4-chloro-2-nitrophenyl)piperidin-4-ylcarbamate). Isolated yield 95.0%. RXN SMILES: [Cl:1][C:2]1[CH:7]=[CH:6][C:5](F)=[C:4]([N+:9]([O-:11])=[O:10])[CH:3]=1.[CH3:12][C:13]([O:16][C:17]([NH:19][CH:20]1[CH2:25][CH2:24][NH:23][CH2:22][CH2:21]1)=[O:18])([CH3:15])[CH3:14]>>[Cl:1][C:2]1[CH:7]=[CH:6][C:5]([N:23]2[CH2:22][CH2:21][CH:20]([NH:19][C:17](=[O:18])[O:16][C:13]([CH3:14])([CH3:12])[CH3:15])[CH2:25][CH2:24]2)=[C:4]([N+:9]([O-:11])=[O:10])[CH:3]=1. Reported procedure: Method 1 was followed using 1 eq each of 4-chloro-1-fluoro-2-nitrobenzene, 4-N-Boc-aminopiperidine, and TEA yielding tert-butyl 1-(4-chloro-2-nitrophenyl)piperidin-4-ylcarbamate (95%). LCMS (m/z): 356.1 (MH+); LC Rt=3.43 min. Reactants: FC(C1=CC=C2C(=N1)CN(C2)C(C2=CC=CC=C2)(C2=CC=CC=C2)C2=CC=CC=C2)(F)F (2-Trifluoromethyl-6-trityl-6,7-dihydro-5H-pyrrolo[3,4-b]pyridine), FC(C(=O)O)(F)F (trifluoroacetic acid). The product is FC(C1=CC=C2C(=N1)CNC2)(F)F (2-Trifluoromethyl-6,7-dihydro-5H-pyrrolo[3,4-b]pyridine). As a reaction SMILES: [F:1][C:2]([F:32])([F:31])[C:3]1[N:8]=[C:7]2[CH2:9][N:10](C(C3C=CC=CC=3)(C3C=CC=CC=3)C3C=CC=CC=3)[CH2:11][C:6]2=[CH:5][CH:4]=1.FC(F)(F)C(O)=O>>[F:32][C:2]([F:1])([F:31])[C:3]1[N:8]=[C:7]2[CH2:9][NH:10][CH2:11][C:6]2=[CH:5][CH:4]=1. Procedure: Prepared in analogy to Example A2(c) from 2-Trifluoromethyl-6-trityl-6,7-dihydro-5H-pyrrolo[3,4-b]pyridine and trifluoroacetic acid. Light yellow solid. MS (m/e): 189.3 ([M+H+, 100%). Reactants: CC(C)NC(=O)OC(C)(C)C, CS(=O)(=O)O, Cc1n[nH]c2ccccc12, CS(C)=O, [K+], [OH-], O. Product: Cc1nn(CC(C)NC(=O)OC(C)(C)C)c2ccccc12. As a reaction SMILES: [C:18]([CH3:19])([CH3:20])([CH3:21])[O:22][C:23](=[O:24])[NH:25][CH:26]([CH3:27])[CH3:28].[CH3:13][S:14]([OH:15])(=[O:16])=[O:17].[CH3:1][c:2]1[n:3][nH:4][c:5]2[cH:6][cH:7][cH:8][cH:9][c:10]12.[CH3:30][S:31]([CH3:32])=[O:33].[K+:12].[OH-:11].[OH2:29]>>[CH3:1][c:2]1[n:3][n:4]([CH2:27][CH:26]([NH:25][C:23]([O:22][C:18]([CH3:19])([CH3:20])[CH3:21])=[O:24])[CH3:28])[c:5]2[cH:6][cH:7][cH:8][cH:9][c:10]12. Starting materials: O=C(n1ccnc1)n1ccnc1, C1CCC2=NCCCN2CC1, CC(C)c1ccc(-c2csc(N(CCC(=O)O)Cc3cccs3)n2)cc1, NS(=O)(=O)c1ccccc1. The product is CC(C)c1ccc(-c2csc(N(CCC(=O)NS(=O)(=O)c3ccccc3)Cc3cccs3)n2)cc1. Reaction SMILES: [C:27]([n:28]1[cH:29][cH:30][n:31][cH:32]1)([n:33]1[cH:34][cH:35][n:36][cH:37]1)=[O:38].[CH2:49]1[CH2:50][CH2:51][C:52]2=[N:57][CH2:56][CH2:55][CH2:54][N:53]2[CH2:58][CH2:59]1.[CH:1]([CH3:2])([CH3:3])[c:4]1[cH:5][cH:6][c:7](-[c:10]2[n:11][c:12]([N:15]([CH2:16][CH2:17][C:18](=[O:19])[OH:20])[CH2:21][c:22]3[s:23][cH:24][cH:25][cH:26]3)[s:13][cH:14]2)[cH:8][cH:9]1.[c:39]1([S:45](=[O:46])(=[O:47])[NH2:48])[cH:40][cH:41][cH:42][cH:43][cH:44]1>>[CH:1]([CH3:2])([CH3:3])[c:4]1[cH:5][cH:6][c:7](-[c:10]2[n:11][c:12]([N:15]([CH2:16][CH2:17][C:18](=[O:20])[NH:48][S:45]([c:39]3[cH:40][cH:41][cH:42][cH:43][cH:44]3)(=[O:46])=[O:47])[CH2:21][c:22]3[s:23][cH:24][cH:25][cH:26]3)[s:13][cH:14]2)[cH:8][cH:9]1. Procedure details: Reagents: Comp 39 (0.36 mmols, 0.10 g); dodecanoyl hydrazine (0.39 mmols, 0.08 g). Yield: 0.105 g (65%), white solid, m.p.=165° C.-166° C. Yields the product ClC1=CC=C2C(=C(C(N(C2=C1)C)=O)C(=O)NNC(CCCCCCCCCCC)=O)O (7-Chloro-N′-dodecanoyl-4-hydroxy-1-methyl-2-oxo-1,2-dihydroquinoline-3-carbohydrazide). Reactants: ClC1=CC=C2C(=C(C(N(C2=C1)C)=O)C(=O)OCC)O (Ethyl 7-chloro-4-hydroxy-1-methyl-2-oxo-1,2-dihydroquinoline-3-carboxylate), C(CCCCCCCCCCC)(=O)NN (dodecanoyl hydrazine). As a reaction SMILES: [Cl:1][C:2]1[CH:11]=[C:10]2[C:5]([C:6]([OH:19])=[C:7]([C:14]([O:16]CC)=O)[C:8](=[O:13])[N:9]2[CH3:12])=[CH:4][CH:3]=1.[C:20]([NH:33][NH2:34])(=[O:32])[CH2:21][CH2:22][CH2:23][CH2:24][CH2:25][CH2:26][CH2:27][CH2:28][CH2:29][CH2:30][CH3:31]>>[Cl:1][C:2]1[CH:11]=[C:10]2[C:5]([C:6]([OH:19])=[C:7]([C:14]([NH:34][NH:33][C:20](=[O:32])[CH2:21][CH2:22][CH2:23][CH2:24][CH2:25][CH2:26][CH2:27][CH2:28][CH2:29][CH2:30][CH3:31])=[O:16])[C:8](=[O:13])[N:9]2[CH3:12])=[CH:4][CH:3]=1.